From a dataset of the Open Reaction Database (ORD), a public repository of structured organic reaction records. describe an organic reaction: reactants, conditions, products, and yield Starting materials: ICI (diiodomethane), N(=O)OCCC(C)C (isopentyl nitrite), N1N=CC(=C1)C=1C=NC(=NC1)C=1C=C(C=CC1)N (3-[5-(1H-Pyrazol-4-yl)-pyrimidin-2-yl]-phenylamine). The reagents and catalysts are [Cu]I (Copper(I) iodide). The solvent is O1CCOCC1 (Dioxane). Reaction conditions: temperature 100 celsius, time 2 hour. Product: IC=1C=C(C=CC1)C1=NC=C(C=N1)C=1C=NNC1 (2-(3-Iodo-phenyl)-5-(1H-pyrazol-4-yl)-pyrimidine). Isolated yield 37.8%. Reaction SMILES: [NH:1]1[CH:5]=[C:4]([C:6]2[CH:7]=[N:8][C:9]([C:12]3[CH:13]=[C:14](N)[CH:15]=[CH:16][CH:17]=3)=[N:10][CH:11]=2)[CH:3]=[N:2]1.[I:19]CI.N(OCCC(C)C)=O>O1CCOCC1.[Cu]I>[I:19][C:14]1[CH:13]=[C:12]([C:9]2[N:8]=[CH:7][C:6]([C:4]3[CH:3]=[N:2][NH:1][CH:5]=3)=[CH:11][N:10]=2)[CH:17]=[CH:16][CH:15]=1. Procedure details: To a suspension of 3-[5-(1H-Pyrazol-4-yl)-pyrimidin-2-yl]-phenylamine (12.6 g; 53.2 mmol; 1.0 eq.) in Dioxane (500 mL) were added diiodomethane (21.6 mL; 266 mmol; 5.0 eq.), Copper(I) iodide (10.1 g; 53.2 mmol; 1.0 eq.) and isopentyl nitrite (21.5 mL; 159 mmol; 3.0 eq.). The reaction mixture was stirred at 100° C. for 2 hours and filtered. The filtrate was kept in a flask. The resulting green solid was suspended in dioxane (100 mL) and stirred at 100° C. for 30 minutes. The solid was then filter... Reactants: OC1=CC2=C(C(CO2)=O)C=C1 (6-hydroxy-2H-benzofuran-3-one), COC=1C=C(C=O)C=CC1OCC (3-methoxy-4-ethoxybenzaldehyde), Cl (hydrochloric acid). The solvent is CO (methanol). Yields the product COC=1C=C(C=CC1OCC)C=C1OC2=C(C1=O)C=CC(=C2)O (2-[(3-methoxy-4-ethoxyphenyl)methylene]-6-hydroxy-3(2H)-benzofuranone). The yield is 74.5%. As a reaction SMILES: [OH:1][C:2]1[CH:11]=[CH:10][C:5]2[C:6](=[O:9])[CH2:7][O:8][C:4]=2[CH:3]=1.[CH3:12][O:13][C:14]1[CH:15]=[C:16]([CH:19]=[CH:20][C:21]=1[O:22][CH2:23][CH3:24])[CH:17]=O.Cl>CO>[CH3:12][O:13][C:14]1[CH:15]=[C:16]([CH:17]=[C:7]2[C:6](=[O:9])[C:5]3[CH:10]=[CH:11][C:2]([OH:1])=[CH:3][C:4]=3[O:8]2)[CH:19]=[CH:20][C:21]=1[O:22][CH2:23][CH3:24]. Procedure: After 6-hydroxy-2H-benzofuran-3-one 1 g and 3-methoxy-4-ethoxybenzaldehyde 1.33 g were dissolved in methanol 75 ml, concentrated hydrochloric acid 50 ml was added, and the mixture was refluxed for 1.5 hours. The solution was cooled to room temperature, and precipitated crystals were filtered and dried over phosphorous pentoxide at a temperature of 60° C. for four hours under reduced pressure to obtain the desired compound 1.55 g. Run in CN(C=O)C (N,N-dimethylformamide). Yield: 92.9%. As a reaction SMILES: [Br:1][C:2]1[CH:3]=[C:4]2[C:9](=[CH:10][CH:11]=1)[C:8](=[O:12])[NH:7][C:6](=[O:13])[C:5]2=[CH:14]OC.[CH3:17][N:18]1[CH2:23][CH2:22][N:21]([C:24]2[CH:29]=[CH:28][C:27]([NH2:30])=[CH:26][CH:25]=2)[CH2:20][CH2:19]1>CN(C)C=O>[Br:1][C:2]1[CH:3]=[C:4]2[C:9](=[CH:10][CH:11]=1)[C:8](=[O:12])[NH:7][C:6](=[O:13])[C:5]2=[CH:14][NH:30][C:27]1[CH:26]=[CH:25][C:24]([N:21]2[CH2:20][CH2:19][N:18]([CH3:17])[CH2:23][CH2:22]2)=[CH:29][CH:28]=1. Yields the product BrC=1C=C2C(C(NC(C2=CC1)=O)=O)=CNC1=CC=C(C=C1)N1CCN(CC1)C (6-bromo-4-{[4-(4-methyl-piperazin-1-yl)-phenylamino]-methylene}-4H-isoquinoline-1,3-dione). Procedure: To a suspension of crude 6-bromo-4-methoxymethylene-4H-isoquinoline-1,3-dione (846 mg, 3 mmol) in N,N-dimethylformamide (7.5 L) is added 4-(4-methyl-piperazin-1-yl)-phenylamine (573 mg, 3 mmol). The reaction mixture is shaken at 115° C. for 1.5 hours, then evaporated to dryness and triturated with ether. The precipitate is then filtered off, rinsed with copious amounts of ether, and dried to yield 1.23 g of 6-bromo-4-{[4-(4-methyl-piperazin-1-yl)-phenylamino]-methylene}-4H-isoquinoline-1,3-dione... Reactants: BrC=1C=C2C(C(NC(C2=CC1)=O)=O)=COC (6-bromo-4-methoxymethylene-4H-isoquinoline-1,3-dione), CN1CCN(CC1)C1=CC=C(C=C1)N (4-(4-methyl-piperazin-1-yl)-phenylamine). Run at temperature 115 celsius, time 1.5 hour.